Dataset: the Open Reaction Database (ORD), a public repository of structured organic reaction records. Task: describe an organic reaction: reactants, conditions, products, and yield The reactants are Cc1cc(-c2nncn2C2CCCCO2)ccc1-c1cnc2c(n1)NC(=O)CN2, CCO, Cl. Yields the product Cc1cc(-c2nnc[nH]2)ccc1-c1cnc2c(n1)NC(=O)CN2, Cl. RXN SMILES: [CH3:2][c:3]1[c:4](-[c:20]2[cH:21][n:22][c:23]3[c:24]([n:25]2)[NH:26][C:27](=[O:30])[CH2:28][NH:29]3)[cH:5][cH:6][c:7](-[c:9]2[n:10][n:11][cH:12][n:13]2[CH:14]2[CH2:15][CH2:16][CH2:17][CH2:18][O:19]2)[cH:8]1.[CH3:31][CH2:32][OH:33].[ClH:1]>>[CH3:2][c:3]1[c:4](-[c:20]2[cH:21][n:22][c:23]3[c:24]([n:25]2)[NH:26][C:27](=[O:30])[CH2:28][NH:29]3)[cH:5][cH:6][c:7](-[c:9]2[n:10][n:11][cH:12][nH:13]2)[cH:8]1.[ClH:1]. The reactants are CN1CCNCC1 (4-methylpiperazine), C(C(O)C(O)C(=O)O)(=O)O (DL-tartaric acid). Yields the product CN1CCN(CC1)C(C)=O (4-methylpiperazinyl-1-oxoethane). Yield: 38.0%. RXN SMILES: [CH3:1][N:2]1[CH2:7][CH2:6][NH:5][CH2:4][CH2:3]1.[C:8](O)(=O)[CH:9](C(C(O)=O)O)[OH:10]>>[CH3:1][N:2]1[CH2:7][CH2:6][N:5]([C:9](=[O:10])[CH3:8])[CH2:4][CH2:3]1. Reported procedure: 2-(2,3-Dihydro-2-oxo-3-phenyl-5-benzofuranyl)-1-(4-methylpiperazinyl-1-oxoethane was prepared according to the process described in Example 3, but using 4-methylpiperazine in Stage C. The latter compound was dissolved in a solution of DL-tartaric acid to form the corresponding salt, and then recrystallized in ethyl ether. Starting materials: COCCCO, CCOC(C)=O, O=[N+]([O-])c1ccc(Cl)nc1OC1CCOCC1, [K+], [K+], O=C([O-])[O-], CN(C)C=O. Yields the product COCCCOc1ccc([N+](=O)[O-])c(OC2CCOCC2)n1. Reaction SMILES: [CH3:24][O:25][CH2:26][CH2:27][CH2:28][OH:29].[CH3:35][CH2:36][O:37][C:38]([CH3:39])=[O:40].[Cl:1][c:2]1[cH:3][cH:4][c:5]([N+:15](=[O:16])[O-:17])[c:6]([O:8][CH:9]2[CH2:10][CH2:11][O:12][CH2:13][CH2:14]2)[n:7]1.[K+:18].[K+:19].[O-:20][C:21]([O-:22])=[O:23].[O:30]=[CH:31][N:32]([CH3:33])[CH3:34]>>[c:2]1([O:29][CH2:28][CH2:27][CH2:26][O:25][CH3:24])[cH:3][cH:4][c:5]([N+:15](=[O:16])[O-:17])[c:6]([O:8][CH:9]2[CH2:10][CH2:11][O:12][CH2:13][CH2:14]2)[n:7]1. The reactants are C1(=CC=CC=C1)C=1N=CC(=NC1C1=CC=CC=C1)N(C)CC1=CC(=CC=C1)OCOC (1-{[N-(5,6-diphenylpyrazin-2-yl)-N-methylamino]methyl}-3-(methoxymethoxy)benzene), Cl.CO (hydrogen chloride methanol), Cl.CO (hydrogen chloride methanol). Run in CO (methanol). Conditions: time 2 hour. Product: C1(=CC=CC=C1)C=1N=CC(=NC1C1=CC=CC=C1)N(C)CC=1C=C(C=CC1)O (3-{[N-(5,6-diphenylpyrazin-2-yl)-N-methylamino]methyl}phenol). Yield: 81.2%. RXN SMILES: [C:1]1([C:7]2[N:8]=[CH:9][C:10]([N:19]([CH2:21][C:22]3[CH:27]=[CH:26][CH:25]=[C:24]([O:28]COC)[CH:23]=3)[CH3:20])=[N:11][C:12]=2[C:13]2[CH:18]=[CH:17][CH:16]=[CH:15][CH:14]=2)[CH:6]=[CH:5][CH:4]=[CH:3][CH:2]=1.Cl.CO>CO>[C:1]1([C:7]2[N:8]=[CH:9][C:10]([N:19]([CH2:21][C:22]3[CH:23]=[C:24]([OH:28])[CH:25]=[CH:26][CH:27]=3)[CH3:20])=[N:11][C:12]=2[C:13]2[CH:18]=[CH:17][CH:16]=[CH:15][CH:14]=2)[CH:2]=[CH:3][CH:4]=[CH:5][CH:6]=1 |f:1.2|. Procedure: To a suspension of 0.91 g of 1-{[N-(5,6-diphenylpyrazin-2-yl)-N-methylamino]methyl}-3-(methoxymethoxy)benzene in 10 ml of methanol, 2 ml of a 18% hydrogen chloride-methanol solution was added. After stirring at room temperature for 2 hours, 1 ml of a 18% hydrogen chloride-methanol solution was further added and the mixture was continuously stirred for one hour. After the solvent was evaporated under reduced pressure, the reaction solution was neutralized by adding an aqueous saturated sodium hyd... The reactants are CCOC(=O)c1ccc(Br)c(O)c1, CC(=O)OCCCCI, [H-], [Na+], CN(C)C=O. Yields the product CCOC(=O)c1ccc(Br)c(OCCCCOC(C)=O)c1. Reaction SMILES: [Br:1][c:2]1[c:3]([OH:13])[cH:4][c:5]([C:6](=[O:7])[O:8][CH2:9][CH3:10])[cH:11][cH:12]1.[C:14]([CH3:15])(=[O:16])[O:17][CH2:18][CH2:19][CH2:20][CH2:21][I:22].[H-:23].[Na+:24].[O:25]=[CH:26][N:27]([CH3:28])[CH3:29]>>[Br:1][c:2]1[c:3]([O:13][CH2:21][CH2:20][CH2:19][CH2:18][O:17][C:14]([CH3:15])=[O:16])[cH:4][c:5]([C:6](=[O:7])[O:8][CH2:9][CH3:10])[cH:11][cH:12]1. The reactants are aqueous solution, NO (hydroxylamine), CO (methanol), C1(CC1)NCC1=CC=C(C=C1)\C=C\C#CC1=CC=C(C=C1)C(N(C)C(C(=O)OC)C(=O)NC)=O (1-[(cyclopropylamino)methyl]-4-[(1E)-4-(4-{[1-methoxy-3-(methylamino)-1,3-dioxopropan-2-yl](methyl)carbamoyl}phenyl)but-1-en-3-yn-1-yl]benzene), C(C)(=O)OCC (Ethyl acetate). The solvent is O (water). Conditions: time 25 minute. Yields the product C1(CC1)NCC1=CC=C(C=C1)/C=C/C#CC1=CC=C(C=C1)C(=O)N(C(C(=O)NO)C(=O)NC)C (2-[({4-[(3E)-4-{4-[(cyclopropylamino)methyl]phenyl}but-3-en-1-yn-1-yl]phenyl}carbonyl)(methyl)amino]-N-hydroxy-N′-methylpropanediamide). The yield is 23.0%. Reaction SMILES: [NH2:1][OH:2].CO.[CH:5]1([NH:8][CH2:9][C:10]2[CH:15]=[CH:14][C:13](/[CH:16]=[CH:17]/[C:18]#[C:19][C:20]3[CH:25]=[CH:24][C:23]([C:26](=[O:38])[N:27]([CH:29]([C:34]([NH:36][CH3:37])=[O:35])[C:30](OC)=[O:31])[CH3:28])=[CH:22][CH:21]=3)=[CH:12][CH:11]=2)[CH2:7][CH2:6]1.C(OCC)(=O)C>O>[CH:5]1([NH:8][CH2:9][C:10]2[CH:11]=[CH:12][C:13](/[CH:16]=[CH:17]/[C:18]#[C:19][C:20]3[CH:21]=[CH:22][C:23]([C:26]([N:27]([CH3:28])[CH:29]([C:34]([NH:36][CH3:37])=[O:35])[C:30]([NH:1][OH:2])=[O:31])=[O:38])=[CH:24][CH:25]=3)=[CH:14][CH:15]=2)[CH2:7][CH2:6]1. Procedure details: A 50% aqueous solution (2.0 mL) of hydroxylamine was added, under ice cooling, to a methanol (4.0 mL) solution of 1-[(cyclopropylamino)methyl]-4-[(1E)-4-(4-{[1-methoxy-3-(methylamino)-1,3-dioxopropan-2-yl](methyl)carbamoyl}phenyl)but-1-en-3-yn-1-yl]benzene (0.18 g) as obtained in Example 23-(4), and the mixture was stirred for 25 minutes under ice cooling and then stirred for 1.5 hours under water cooling. Ethyl acetate and water were added to the reaction mixture to isolate the organic layer, a... Reactants: CC(C)(C)C(Cn1ccc(-c2ccc(C(F)(F)F)cc2)n1)OC(=O)Oc1ccc([N+](=O)[O-])cc1, CN(C)C=O, CCOC(C)=O, CCN(C(C)C)C(C)C, Cl, C1COCCO1, CCCCC(NC(=O)OC(C)(C)C)C(O)CNC(=O)N1CCOCC1, CCCCC(NC(=O)OC(C)(C)C)C(O)CNC(=O)N1CCOCC1. The product is CCCCC(NC(=O)OC(Cn1ccc(-c2ccc(C(F)(F)F)cc2)n1)C(C)(C)C)C(O)CNC(=O)N1CCOCC1. Reaction SMILES: [C:61]([O:62][CH:63]([C:64]([CH3:65])([CH3:66])[CH3:67])[CH2:68][n:69]1[n:70][c:71](-[c:74]2[cH:75][cH:76][c:77]([C:80]([F:81])([F:82])[F:83])[cH:78][cH:79]2)[cH:72][cH:73]1)([O:84][c:85]1[cH:86][cH:87][c:88]([N+:89]([O-:90])=[O:91])[cH:92][cH:93]1)=[O:94].[CH3:101][N:102]([CH3:103])[CH:104]=[O:105].[CH3:106][CH2:107][O:108][C:109](=[O:110])[CH3:111].[CH:52]([N:53]([CH2:54][CH3:55])[CH:56]([CH3:57])[CH3:58])([CH3:59])[CH3:60].[ClH:51].[O:95]1[CH2:96][CH2:97][O:98][CH2:99][CH2:100]1.[OH:1][CH:2]([CH2:3][NH:4][C:5](=[O:6])[N:7]1[CH2:8][CH2:9][O:10][CH2:11][CH2:12]1)[CH:13]([CH2:14][CH2:15][CH2:16][CH3:17])[NH:18][C:19](=[O:20])[O:21][C:22]([CH3:23])([CH3:24])[CH3:25].[OH:26][CH:27]([CH:28]([NH:29][C:30](=[O:31])[O:32][C:33]([CH3:34])([CH3:35])[CH3:36])[CH2:37][CH2:38][CH2:39][CH3:40])[CH2:41][NH:42][C:43]([N:44]1[CH2:45][CH2:46][O:47][CH2:48][CH2:49]1)=[O:50]>>[OH:1][CH:2]([CH2:3][NH:4][C:5](=[O:6])[N:7]1[CH2:8][CH2:9][O:10][CH2:11][CH2:12]1)[CH:13]([CH2:14][CH2:15][CH2:16][CH3:17])[NH:18][C:61]([O:62][CH:63]([C:64]([CH3:65])([CH3:66])[CH3:67])[CH2:68][n:69]1[n:70][c:71](-[c:74]2[cH:75][cH:76][c:77]([C:80]([F:81])([F:82])[F:83])[cH:78][cH:79]2)[cH:72][cH:73]1)=[O:94].